Dataset: the Open Reaction Database (ORD), a public repository of structured organic reaction records. Task: describe an organic reaction: reactants, conditions, products, and yield Starting materials: Br, N, O, COc1ccc(N2CCN(c3ccncc3)CC2)cc1. Yields the product Oc1ccc(N2CCN(c3ccncc3)CC2)cc1. RXN SMILES: [BrH:23].[NH3:22].[OH2:21].[n:1]1[cH:2][cH:3][c:4]([N:7]2[CH2:8][CH2:9][N:10]([c:13]3[cH:14][cH:15][c:16]([O:19][CH3:20])[cH:17][cH:18]3)[CH2:11][CH2:12]2)[cH:5][cH:6]1>>[n:1]1[cH:2][cH:3][c:4]([N:7]2[CH2:8][CH2:9][N:10]([c:13]3[cH:14][cH:15][c:16]([OH:19])[cH:17][cH:18]3)[CH2:11][CH2:12]2)[cH:5][cH:6]1. Starting materials: Cl.Cl.NCCSC=1C=CC=2N(N1)C=CN2 (6-(2-aminoethylthio)imidazo[1,2-b]pyridazine dihydrochloride). Solvent: [OH-].[Na+] (sodium hydroxide). Product: NCCSC=1C=CC=2N(N1)C=CN2 (6-(2-aminoethylthio)imidazo[1,2-b]pyridazine). Yield: 97.1%. As a reaction SMILES: Cl.Cl.[NH2:3][CH2:4][CH2:5][S:6][C:7]1[CH:8]=[CH:9][C:10]2[N:11]([CH:13]=[CH:14][N:15]=2)[N:12]=1>[OH-].[Na+]>[NH2:3][CH2:4][CH2:5][S:6][C:7]1[CH:8]=[CH:9][C:10]2[N:11]([CH:13]=[CH:14][N:15]=2)[N:12]=1 |f:0.1.2,3.4|. Procedure details: To 50 ml of 3N aqueous sodium hydroxide solution is added 10.69 g of 6-(2-aminoethylthio)imidazo[1,2-b]pyridazine dihydrochloride and the mixture is stirred and, then, extracted with chloroform twice (150 ml and 50 ml). The extracts are combined and dried over magnesium sulfate and the solvent is distilled off under reduced pressure to give 7.55 g of 6-(2-aminoethylthio)imidazo[1,2-b]pyridazine as light yellow crystals. The reactants are CCOC(=O)CBr, C1CCOC1, I, O=C1CCCCC1, O=S(=O)(O)O, [Zn]. Product: CCOC(=O)CC1(O)CCCCC1. RXN SMILES: [Br:9][CH2:10][C:11](=[O:12])[O:13][CH2:14][CH3:15].[CH2:21]1[O:22][CH2:23][CH2:24][CH2:25]1.[I:8].[O:1]=[C:2]1[CH2:3][CH2:4][CH2:5][CH2:6][CH2:7]1.[S:16](=[O:17])(=[O:18])([OH:19])[OH:20].[Zn:26]>>[OH:1][C:2]1([CH2:10][C:11](=[O:12])[O:13][CH2:14][CH3:15])[CH2:3][CH2:4][CH2:5][CH2:6][CH2:7]1.